This data is from the Open Reaction Database (ORD), a public repository of structured organic reaction records. The task is: describe an organic reaction: reactants, conditions, products, and yield Reactants: NC1=C2C(C(=CN(C2=C(C(=C1F)F)F)C1CC1)C(=O)O)=O (5-amino-1-cyclopropyl-6,7,8-trifluoro-1,4-dihydro-4-oxoquinoline-3-carboxylic acid), CN1CCNCC1 (1-methylpiperazine), Example 1 ( 1 ). Solvent: C=1(C(=CC=CC1)C)C (xylene). The product is NC1=C2C(C(=CN(C2=C(C(=C1F)N1CCN(CC1)C)F)C1CC1)C(=O)O)=O (5-amino-1-cyclopropyl-6,8-difluoro-7-(4-methyl-1-piperazinyl)-1,4-dihydro-4-oxoquinoline-3-carboxylic acid). RXN SMILES: [NH2:1][C:2]1[C:11]([F:12])=[C:10](F)[C:9]([F:14])=[C:8]2[C:3]=1[C:4](=[O:21])[C:5]([C:18]([OH:20])=[O:19])=[CH:6][N:7]2[CH:15]1[CH2:17][CH2:16]1.[CH3:22][N:23]1[CH2:28][CH2:27][NH:26][CH2:25][CH2:24]1>C1(C)C(C)=CC=CC=1>[NH2:1][C:2]1[C:11]([F:12])=[C:10]([N:26]2[CH2:27][CH2:28][N:23]([CH3:22])[CH2:24][CH2:25]2)[C:9]([F:14])=[C:8]2[C:3]=1[C:4](=[O:21])[C:5]([C:18]([OH:20])=[O:19])=[CH:6][N:7]2[CH:15]1[CH2:16][CH2:17]1. Procedure: In the same manner as described in Example 1 (1), a mixture of 5-amino-1-cyclopropyl-6,7,8-trifluoro-1,4-dihydro-4-oxoquinoline-3-carboxylic acid, 1-methylpiperazine, and xylene was refluxed for 3 hours to give 5-amino-1-cyclopropyl-6,8-difluoro-7-(4-methyl-1-piperazinyl)-1,4-dihydro-4-oxoquinoline-3-carboxylic acid, m.p. 254°-255° C. The reactants are COc1ccc2[nH]cc(-c3cc4c(OC)ncnc4n3S(=O)(=O)c3ccc(C)cc3)c2c1, CO, [K+], [OH-]. The product is COc1ccc2[nH]cc(-c3cc4c(OC)ncnc4[nH]3)c2c1. RXN SMILES: [CH3:1][O:2][c:3]1[c:4]2[c:5]([n:6][cH:7][n:8]1)[n:9]([S:23]([c:24]1[cH:25][cH:26][c:27]([CH3:28])[cH:29][cH:30]1)(=[O:31])=[O:32])[c:10](-[c:12]1[cH:13][nH:14][c:15]3[cH:16][cH:17][c:18]([O:21][CH3:22])[cH:19][c:20]13)[cH:11]2.[CH3:35][OH:36].[K+:34].[OH-:33]>>[CH3:1][O:2][c:3]1[c:4]2[c:5]([n:6][cH:7][n:8]1)[nH:9][c:10](-[c:12]1[cH:13][nH:14][c:15]3[cH:16][cH:17][c:18]([O:21][CH3:22])[cH:19][c:20]13)[cH:11]2. Starting materials: OC=1C=C(C=CC1)C1=CC=CC(=N1)C(=O)OC (methyl 6-(3′-hydroxyphenyl)-pyridine-2-carboxylate), BrCCCCCCOC1OCCCC1 (2-(6′-bromohexyloxy)tetrahydropyran), C(=O)([O-])[O-].[K+].[K+] (K2CO3). Solvent: CN(C)C=O (DMF). Reaction conditions: temperature 70 celsius, time 8 hour. Yields the product O1C(CCCC1)OCCCCCCOC=1C=C(C=CC1)C1=CC=CC(=N1)C(=O)OC (Methyl 6-(3-(6-(tetrahydro-2H-pyran-2-yloxy)hexyloxy)phenyl)picolinate). The yield is 66.0%. RXN SMILES: [OH:1][C:2]1[CH:3]=[C:4]([C:8]2[N:13]=[C:12]([C:14]([O:16][CH3:17])=[O:15])[CH:11]=[CH:10][CH:9]=2)[CH:5]=[CH:6][CH:7]=1.Br[CH2:19][CH2:20][CH2:21][CH2:22][CH2:23][CH2:24][O:25][CH:26]1[CH2:31][CH2:30][CH2:29][CH2:28][O:27]1.C([O-])([O-])=O.[K+].[K+]>CN(C=O)C>[O:27]1[CH2:28][CH2:29][CH2:30][CH2:31][CH:26]1[O:25][CH2:24][CH2:23][CH2:22][CH2:21][CH2:20][CH2:19][O:1][C:2]1[CH:3]=[C:4]([C:8]2[N:13]=[C:12]([C:14]([O:16][CH3:17])=[O:15])[CH:11]=[CH:10][CH:9]=2)[CH:5]=[CH:6][CH:7]=1 |f:2.3.4|. Reported procedure: To a solution of methyl 6-(3′-hydroxyphenyl)-pyridine-2-carboxylate (7) (250 mg, 1.1 mmol, 1.0 eq.) and 2-(6′-bromohexyloxy)tetrahydropyran (420 mg, 0.36 mL, 1.6 mmol, 1.5 eq.) in DMF (3 mL) was added K2CO3 (460 mg, 3.3 mmol, 3.0 eq.). The mixture was stirred vigorously overnight at 70° C. and then concentrated in vacuo. The residue was dissolved in ethyl acetate, washed with NaH2PO4 buffer (pH 5, 1M) and brine, dried over Na2SO4 and concentrated in vacuo. The crude product was purified by flash... Run in C1CCOC1 (THF). Isolated yield 52.3%. The reactants are [Cl-].ClC1=CC=C(C=C1)[C@@]1(C(CN(CC1)C([C@@H](CC)[NH3+])=O)(C)C)O ((R)-1-((S)-4-(4-chlorophenyl)-4-hydroxy-3,3-dimethylpiperidin-1-yl)-1-oxobutan-2-aminium chloride), C1(CCCC1)C(=O)Cl (cyclopentane carbonylchloride), CCN(C(C)C)C(C)C (DIPEA). The product is ClC1=CC=C(C=C1)[C@@]1(C(CN(CC1)C([C@@H](CC)NC(=O)C1CCCC1)=O)(C)C)O (N—((R)-1-((S)-4-(4-Chlorophenyl)-4-hydroxy-3,3-dimethylpiperidin-1-yl)-1-oxobutan-2-yl)cyclopentanecarboxamide). Procedure details: (R)-1-((S)-4-(4-chlorophenyl)-4-hydroxy-3,3-dimethylpiperidin-1-yl)-1-oxobutan-2-aminium chloride (52.4 mg, 0.14 mmol), cyclopentane carbonylchloride (20 mg, 0.17 mmol), THF (5 mL), and DIPEA (135 mg, 1.1 mmol) were stirred overnight at rt. The reaction was concentrated, and Example 627 was isolated as a white solid using preparative reverse-phase HPLC (30.75 mg, 52.3% yield), M+H=421.31. Reaction SMILES: [Cl-].[Cl:2][C:3]1[CH:8]=[CH:7][C:6]([C@@:9]2([OH:23])[CH2:14][CH2:13][N:12]([C:15](=[O:20])[C@H:16]([NH3+:19])[CH2:17][CH3:18])[CH2:11][C:10]2([CH3:22])[CH3:21])=[CH:5][CH:4]=1.[CH:24]1([C:29](Cl)=[O:30])[CH2:28][CH2:27][CH2:26][CH2:25]1.CCN(C(C)C)C(C)C>C1COCC1>[Cl:2][C:3]1[CH:4]=[CH:5][C:6]([C@@:9]2([OH:23])[CH2:14][CH2:13][N:12]([C:15](=[O:20])[C@H:16]([NH:19][C:29]([CH:24]3[CH2:28][CH2:27][CH2:26][CH2:25]3)=[O:30])[CH2:17][CH3:18])[CH2:11][C:10]2([CH3:22])[CH3:21])=[CH:7][CH:8]=1 |f:0.1|. The reactants are OCC1CCCN2CCOCC12, CC(CN1CCC(NC(=O)c2cc3c(OCc4coc5ccc(Cl)cc45)cccc3[nH]2)CC1)N1CCC(O)C(O)C1. Yields the product O=C(NC1CCN(CC2CCCN3CCOCC23)CC1)c1cc2c(OCc3coc4ccc(Cl)cc34)cccc2[nH]1. Reaction SMILES: [CH2:42]1[O:43][CH2:44][CH2:45][N:46]2[CH:47]1[CH:48]([CH2:52][OH:53])[CH2:49][CH2:50][CH2:51]2.[OH:1][CH:2]1[CH:3]([OH:4])[CH2:5][CH2:6][N:7]([CH:8]([CH3:9])[CH2:10][N:11]2[CH2:12][CH2:13][CH:14]([NH:17][C:18](=[O:19])[c:20]3[nH:21][c:22]4[cH:23][cH:24][cH:25][c:26]([O:29][CH2:30][c:31]5[cH:32][o:33][c:34]6[c:35]5[cH:36][c:37]([Cl:40])[cH:38][cH:39]6)[c:27]4[cH:28]3)[CH2:15][CH2:16]2)[CH2:41]1>>[CH2:10]([N:11]1[CH2:12][CH2:13][CH:14]([NH:17][C:18](=[O:19])[c:20]2[nH:21][c:22]3[cH:23][cH:24][cH:25][c:26]([O:29][CH2:30][c:31]4[cH:32][o:33][c:34]5[c:35]4[cH:36][c:37]([Cl:40])[cH:38][cH:39]5)[c:27]3[cH:28]2)[CH2:15][CH2:16]1)[CH:48]1[CH:47]2[CH2:42][O:43][CH2:44][CH2:45][N:46]2[CH2:51][CH2:50][CH2:49]1. Starting materials: CSC1=C(C=O)C=CC=C1 (2-(methylthio)benzaldehyde), peracid, C(C)(=O)OCC (ethyl acetate). The solvent is ClCCl (dichloromethane). Reaction conditions: time 1 hour. Product: CS(=O)C1=C(C=O)C=CC=C1 (2-(methylsulfinyl)benzaldehyde). Yield: 89.0%. As a reaction SMILES: [CH3:1][S:2][C:3]1[CH:10]=[CH:9][CH:8]=[CH:7][C:4]=1[CH:5]=[O:6].C(OCC)(=[O:13])C>ClCCl>[CH3:1][S:2]([C:3]1[CH:10]=[CH:9][CH:8]=[CH:7][C:4]=1[CH:5]=[O:6])=[O:13]. Procedure: To a solution of 2-(methylthio)benzaldehyde (500 mg, 3.28 mmol) in 6.6 mL of dichloromethane was added m-chlorobenzoic peracid (0.85 g, 4.9 mmol) at 0° C. After being stirred at room temperature for 1 h, the reaction mixture was diluted with ethyl acetate. The solution was washed with saturated NaHCO3 aqueous solution, brine, and dried over MgSO4. After filtration, the filtrate was concentrated in vacuo, and the residue was purified by silica gel column chromatography (hexane/ethyl acetate=50/50... The reactants are CC(=O)OC(C)C, O=C(Cl)Oc1ccccc1, [H][H], O=C(NCc1cccc([N+](=O)[O-])c1)OC1CCOC1, [Na+], [Na+], O=S(=O)([O-])[O-], O. Product: O=C(Nc1cccc(CNC(=O)OC2CCOC2)c1)Oc1ccccc1. As a reaction SMILES: [C:20]([O:21][CH:22]([CH3:23])[CH3:24])(=[O:25])[CH3:26].[Cl:36][C:37](=[O:38])[O:39][c:40]1[cH:41][cH:42][cH:43][cH:44][cH:45]1.[H:27][H:28].[N+:1]([O-:2])(=[O:3])[c:4]1[cH:5][c:6]([CH2:7][NH:8][C:9]([O:10][CH:11]2[CH2:12][O:13][CH2:14][CH2:15]2)=[O:16])[cH:17][cH:18][cH:19]1.[Na+:29].[Na+:30].[O-:31][S:32](=[O:33])(=[O:34])[O-:35].[OH2:46]>>[NH:1]([c:4]1[cH:5][c:6]([CH2:7][NH:8][C:9]([O:10][CH:11]2[CH2:12][O:13][CH2:14][CH2:15]2)=[O:16])[cH:17][cH:18][cH:19]1)[C:37](=[O:38])[O:39][c:40]1[cH:41][cH:42][cH:43][cH:44][cH:45]1. Starting materials: C[Si](C)(C)CCOCCl, COc1ccc(C#C[Si](C)(C)C)c(O)c1, CC(C)NC(C)C, ClCCl, Cl, O. The product is COc1ccc(C#C[Si](C)(C)C)c(OCOCC[Si](C)(C)C)c1. Reaction SMILES: [CH3:23][Si:24]([CH2:25][CH2:26][O:27][CH2:28][Cl:29])([CH3:30])[CH3:31].[CH3:8][O:9][c:10]1[cH:11][cH:12][c:13]([C:17]#[C:18][Si:19]([CH3:20])([CH3:21])[CH3:22])[c:14]([OH:16])[cH:15]1.[CH:1]([NH:2][CH:3]([CH3:4])[CH3:5])([CH3:6])[CH3:7].[Cl:33][CH2:34][Cl:35].[ClH:32].[OH2:36]>>[CH3:8][O:9][c:10]1[cH:11][cH:12][c:13]([C:17]#[C:18][Si:19]([CH3:20])([CH3:21])[CH3:22])[c:14]([O:16][CH2:28][O:27][CH2:26][CH2:25][Si:24]([CH3:23])([CH3:30])[CH3:31])[cH:15]1.